This data is from the Open Reaction Database (ORD), a public repository of structured organic reaction records. The task is: describe an organic reaction: reactants, conditions, products, and yield The reactants are CC1(C=2C=CC(=CC2C(CC1)(C)C)/C(=C/C1=CC=C(C(=O)O)C=C1)/C)C (p-[(E)-2-(5,6,7,8-tetrahydro-5,5,8,8-tetramethyl-2-naphthyl)propenyl]-benzoic acid), [N+](=O)([O-])C1=CC=C(C=O)C=C1 (4-nitro-benzaldehyde). The product is CC1(C=2C=CC(=CC2C(CC1)(C)C)/C(=C/C1=CC=C(C(=O)OCC2=CC=C(C=C2)[N+](=O)[O-])C=C1)/C)C (4-nitrobenzyl p-[(E)-2-(5,6,7,8-tetrahydro-5,5,8,8-tetramethyl-2-naphthyl)propenyl]-benzoate). RXN SMILES: [CH3:1][C:2]1([CH3:26])[CH2:11][CH2:10][C:9]([CH3:13])([CH3:12])[C:8]2[CH:7]=[C:6](/[C:14](/[CH3:25])=[CH:15]/[C:16]3[CH:24]=[CH:23][C:19]([C:20]([OH:22])=[O:21])=[CH:18][CH:17]=3)[CH:5]=[CH:4][C:3]1=2.[N+:27]([C:30]1[CH:37]=[CH:36][C:33]([CH:34]=O)=[CH:32][CH:31]=1)([O-:29])=[O:28]>>[CH3:1][C:2]1([CH3:26])[CH2:11][CH2:10][C:9]([CH3:12])([CH3:13])[C:8]2[CH:7]=[C:6](/[C:14](/[CH3:25])=[CH:15]/[C:16]3[CH:24]=[CH:23][C:19]([C:20]([O:22][CH2:34][C:33]4[CH:36]=[CH:37][C:30]([N+:27]([O-:29])=[O:28])=[CH:31][CH:32]=4)=[O:21])=[CH:18][CH:17]=3)[CH:5]=[CH:4][C:3]1=2. Procedure: In a manner analogous to that described in Example 11, from p-[(E)-2-(5,6,7,8-tetrahydro-5,5,8,8-tetramethyl-2-naphthyl)propenyl]-benzoic acid and 4-nitro-benzaldehyde there can be obtained 4-nitrobenzyl p-[(E)-2-(5,6,7,8-tetrahydro-5,5,8,8-tetramethyl-2-naphthyl)propenyl]-benzoate of melting point 183°-184° C. Reactants: P(O)(O)(O)=O (phosphoric acid), B(O)(O)O (boric acid). Product: B(O)(O)O.P(O)(O)(O)=O (boric acid phosphoric acid). RXN SMILES: [P:1](=[O:5])([OH:4])([OH:3])[OH:2].[B:6]([OH:9])([OH:8])[OH:7]>>[B:6]([OH:9])([OH:8])[OH:7].[P:1](=[O:2])([OH:5])([OH:4])[OH:3] |f:2.3|. Procedure: To a round bottom, 3 liter, 3-necked reaction flask fitted with a heating mantle, mechanical stirrer, reflux condenser and thermometer are added 1650 parts of 85% phosphoric acid. Under mild agitation, 50 parts of granular boric acid are charged to yield a boric acid-phosphoric acid dispersion. The boric acid is added as a smooth steady "stream", as opposed to dumping in bulk, to avoid clumping. To the agitated dispersion are added 310 parts of hydrated alumina (Alcoa, C-33 grade) as a smooth st...